Task: describe an organic reaction: reactants, conditions, products, and yield. Dataset: the Open Reaction Database (ORD), a public repository of structured organic reaction records Reactants: CC1=C(C=CC(=C1)C#N)C1=CC=C(C=C1)C(F)(F)F (2-methyl-4′-(trifluoromethyl)biphenyl-4-carbonitrile), O1CCCC1 (tetrahydrofuran), [BH4-].[Na+] (sodium borohydride), C(C(C)C)[Mg]Br (isobutylmagnesium bromide). Solvent: CO (methanol). Reaction conditions: temperature 100 celsius, time 5 minute. The product is CC(CC(N)C1=CC(=C(C=C1)C1=CC=C(C=C1)C(F)(F)F)C)C (3-methyl-1-(2-methyl-4′-(trifluoromethyl)biphenyl-4-yl)butan-1-amine). Isolated yield 76.6%. Reaction SMILES: [CH3:1][C:2]1[CH:7]=[C:6]([C:8]#[N:9])[CH:5]=[CH:4][C:3]=1[C:10]1[CH:15]=[CH:14][C:13]([C:16]([F:19])([F:18])[F:17])=[CH:12][CH:11]=1.O1CCCC1.[CH2:25]([Mg]Br)[CH:26]([CH3:28])[CH3:27].[BH4-].[Na+]>CO>[CH3:25][CH:26]([CH3:28])[CH2:27][CH:8]([C:6]1[CH:5]=[CH:4][C:3]([C:10]2[CH:15]=[CH:14][C:13]([C:16]([F:17])([F:18])[F:19])=[CH:12][CH:11]=2)=[C:2]([CH3:1])[CH:7]=1)[NH2:9] |f:3.4|. Procedure: A microwave reaction vial was charged with 2-methyl-4′-(trifluoromethyl)biphenyl-4-carbonitrile (500 mg, 1.91 mmol) and tetrahydrofuran (5 mL). To the mixture was added isobutylmagnesium bromide (2.87 mL, 5.74 mmol, 2M in THF). The reaction was heated at 100° C. in a microwave for 30 minutes. The reaction mixture was then carefully added to a solution of sodium borohydride (145 mg, 3.83 mmol) in methanol (5 mL). After stirring for 5 minutes, the mixture was concentrated to dryness. Purification ... Starting materials: CC1=C(C(=CC=C1)C)N1CCNCC1 (1-(2,6-dimethylphenyl)piperazine), ClCCC1CN(C(O1)=O)C (5-(2-chloroethyl)-3-methyl-2-oxazolidinone), C([O-])([O-])=O.[Na+].[Na+] (sodium carbonate), [I-].[K+] (potassium iodide), C(C)(C)OC(C)C.CC(C)O (isopropyl ether 2-propanol). The solvent is C(CCC)O (1-butanol). Product: CC1=C(C(=CC=C1)C)N1CCN(CC1)CCC1CN(C(O1)=O)C (5-[2-[4-(2,6-Dimethylphenyl)-1-Piperazinyl]Ethyl]-3-Methyl-2-Oxazolidinone). Yield: 56.7%. Reaction SMILES: [CH3:1][C:2]1[CH:7]=[CH:6][CH:5]=[C:4]([CH3:8])[C:3]=1[N:9]1[CH2:14][CH2:13][NH:12][CH2:11][CH2:10]1.Cl[CH2:16][CH2:17][CH:18]1[O:22][C:21](=[O:23])[N:20]([CH3:24])[CH2:19]1.C(=O)([O-])[O-].[Na+].[Na+].[I-].[K+].C(OC(C)C)(C)C.CC(O)C>C(O)CCC>[CH3:8][C:4]1[CH:5]=[CH:6][CH:7]=[C:2]([CH3:1])[C:3]=1[N:9]1[CH2:10][CH2:11][N:12]([CH2:16][CH2:17][CH:18]2[O:22][C:21](=[O:23])[N:20]([CH3:24])[CH2:19]2)[CH2:13][CH2:14]1 |f:2.3.4,5.6,7.8|. Procedure details: This compound was prepared according to the procedure of Example 2. A mixture of 3.8 g (0.02 mol) of 1-(2,6-dimethylphenyl)piperazine (Emka-Chemie), 3.3 g (0.02 mol) of 5-(2-chloroethyl)-3-methyl-2-oxazolidinone, 6.4 g (0.06 mol) of anhydrous sodium carbonate and 0.4 g of potassium iodide in 100 mL of 1-butanol gave 3.6 g (57%) of white solid, mp 107°-108° C. (isopropyl ether/2-propanol). Starting materials: CO, ClCc1ccncc1, Cl, Nc1ccc(S)cc1, [Na+], [OH-]. Yields the product Nc1ccc(SCc2ccncc2)cc1. Reaction SMILES: [CH3:20][OH:21].[Cl:12][CH2:13][c:14]1[cH:15][cH:16][n:17][cH:18][cH:19]1.[ClH:11].[NH2:1][c:2]1[cH:3][cH:4][c:5]([SH:8])[cH:6][cH:7]1.[Na+:10].[OH-:9]>>[NH2:1][c:2]1[cH:3][cH:4][c:5]([S:8][CH2:13][c:14]2[cH:15][cH:16][n:17][cH:18][cH:19]2)[cH:6][cH:7]1. Reactants: COC(=O)C1=C(C=C(C=C1C)C1=CC(=CC=C1)C(F)(F)F)C=1C=NC=NC1 (5-methyl-3-pyrimidin-5-yl-3′-trifluoromethyl-biphenyl-4-carboxylic acid methyl ester), [OH-].[Li+] (lithium hydroxide), Cl.O (HCl H2O). The solvent is C1CCOC1.CO (THF MeOH). Run at temperature 50 celsius, time 40 hour. The product is CC=1C(=C(C=C(C1)C1=CC(=CC=C1)C(F)(F)F)C=1C=NC=NC1)C(=O)O (5-Methyl-3-pyrimidin-5-yl-3′-trifluoromethyl-biphenyl-4-carboxylic acid). Isolated yield 95.4%. As a reaction SMILES: C[O:2][C:3]([C:5]1[C:10]([CH3:11])=[CH:9][C:8]([C:12]2[CH:17]=[CH:16][CH:15]=[C:14]([C:18]([F:21])([F:20])[F:19])[CH:13]=2)=[CH:7][C:6]=1[C:22]1[CH:23]=[N:24][CH:25]=[N:26][CH:27]=1)=[O:4].[OH-].[Li+].Cl.O>C1COCC1.CO>[CH3:11][C:10]1[C:5]([C:3]([OH:4])=[O:2])=[C:6]([C:22]2[CH:23]=[N:24][CH:25]=[N:26][CH:27]=2)[CH:7]=[C:8]([C:12]2[CH:17]=[CH:16][CH:15]=[C:14]([C:18]([F:20])([F:21])[F:19])[CH:13]=2)[CH:9]=1 |f:1.2,3.4,5.6|. Procedure details: To a solution of 0.43 g (1.20 mmol) of 5-methyl-3-pyrimidin-5-yl-3′-trifluoromethyl-biphenyl-4-carboxylic acid methyl ester in 12 ml of THF/MeOH (1:1) was added 2.89 ml (2.90 mmol) of lithium hydroxide solution (1 molar in water) drop by drop and the reaction mixture was then heated up to 50° C. After 40 hours, the reaction mixture was poured into crashed ice and acidified with HCl/H2O (1N) to pH 3.0 and then extracted twice with EtOAc; the organic phases were washed with water, dried over magne...